From a dataset of the Open Reaction Database (ORD), a public repository of structured organic reaction records. describe an organic reaction: reactants, conditions, products, and yield The reactants are Cc1cscc1N=C=S, NC1CCCCC12OCCO2, C1CCOC1. Product: Cc1cscc1NC(=S)NC1CCCCC12OCCO2. Reaction SMILES: [N:1](=[C:2]=[S:3])[c:4]1[cH:5][s:6][cH:7][c:8]1[CH3:9].[O:10]1[CH2:11][CH2:12][O:13][C:14]12[CH:15]([NH2:20])[CH2:16][CH2:17][CH2:18][CH2:19]2.[O:21]1[CH2:22][CH2:23][CH2:24][CH2:25]1>>[NH:1]([C:2](=[S:3])[NH:20][CH:15]1[C:14]2([O:10][CH2:11][CH2:12][O:13]2)[CH2:19][CH2:18][CH2:17][CH2:16]1)[c:4]1[cH:5][s:6][cH:7][c:8]1[CH3:9].